This data is from the Open Reaction Database (ORD), a public repository of structured organic reaction records. The task is: describe an organic reaction: reactants, conditions, products, and yield Starting materials: CC1(OC[C@@](O1)(C=O)C)C ((R)-2,2,4-Trimethyl-1,3-dioxolane-4-carbaldehyde), Cl.NO (hydroxylamine hydrochloride), C(=O)([O-])[O-].[Na+].[Na+] (Na2CO3). The solvent is O.CO (methanol water). Conditions: time 8 hour. Yields the product CC1(OC[C@@](O1)(C=NO)C)C ((S)-2,2,4-trimethyl-1,3-dioxolane-4-carbaldehyde oxime). Yield: 75.0%. RXN SMILES: [CH3:1][C:2]1([CH3:10])[O:6][C@@:5]([CH3:9])([CH:7]=O)[CH2:4][O:3]1.Cl.[NH2:12][OH:13].C([O-])([O-])=O.[Na+].[Na+]>O.CO>[CH3:1][C:2]1([CH3:10])[O:6][C@@:5]([CH3:9])([CH:7]=[N:12][OH:13])[CH2:4][O:3]1 |f:1.2,3.4.5,6.7|. Procedure: (R)-2,2,4-Trimethyl-1,3-dioxolane-4-carbaldehyde (6.9 g, 48 mmol) was dissolved in 1:1 methanol water (100 mL), and hydroxylamine hydrochloride (3.3 g, 48 mmol) and Na2CO3 (2.5 g, 24 mmol) were added. The reaction was stirred at ambient temperature overnight. The methanol was removed in vacuo and the remaining material was extracted with CH2Cl2, dried over sodium sulfate, filtered and concentrated to afford (S)-2,2,4-trimethyl-1,3-dioxolane-4-carbaldehyde oxime (5.7 g, 36 mmol, 75% yield). Starting materials: C1(CCCCC1)NC(=S)NC1CCCCC1 (1,3-dicyclohexyl-thiourea), BrCC(=O)C1=C(C=C(C(=C1)S(N)(=O)=O)Cl)Cl (2-bromo-2',4'-dichloro-5'-sulfamoylacetophenone). The solvent is C(C)(=O)OCC (ethyl acetate). Run at time 8 hour. The product is Br.ClC1=C(C=C(C(=C1)Cl)S(N)(=O)=O)C1(N(C(SC1)=NC1CCCCC1)C1CCCCC1)O (4-(2,4-Dichloro-5-sulfamoylphenyl)-3-cyclohexyl-2-cyclohexylimino-1,3-thiazolidine-4-ol-hydrobromide). Reaction SMILES: [CH:1]1([NH:7][C:8]([NH:10][CH:11]2[CH2:16][CH2:15][CH2:14][CH2:13][CH2:12]2)=[S:9])[CH2:6][CH2:5][CH2:4][CH2:3][CH2:2]1.[Br:17][CH2:18][C:19]([C:21]1[CH:26]=[C:25]([S:27](=[O:30])(=[O:29])[NH2:28])[C:24]([Cl:31])=[CH:23][C:22]=1[Cl:32])=[O:20]>C(OCC)(=O)C>[BrH:17].[Cl:32][C:22]1[CH:23]=[C:24]([Cl:31])[C:25]([S:27](=[O:30])(=[O:29])[NH2:28])=[CH:26][C:21]=1[C:19]1([OH:20])[CH2:18][S:9][C:8](=[N:7][CH:1]2[CH2:2][CH2:3][CH2:4][CH2:5][CH2:6]2)[N:10]1[CH:11]1[CH2:16][CH2:15][CH2:14][CH2:13][CH2:12]1 |f:3.4|. Procedure details: 2.4 g of 1,3-dicyclohexyl-thiourea were added to 3,5 g of 2-bromo-2',4'-dichloro-5'-sulfamoylacetophenone in 40 ml of ethyl acetate. The whole was allowed to stand overnight at 20° C, the crystals were filtered off and washed with ethyl acetate. M.p. 161°-163° C. Starting materials: OCCCCOC1=CC=C(C(=O)O)C=C1 (4-(4′-hydroxybutoxy)benzoic acid), C(C(=C)C)(=O)O (methacrylic acid), C1(=CC=C(C=C1)S(=O)(=O)O)C (p-toluenesulfonic acid), O (water). Reagents/catalysts: C(C)(C)(C)C1=C(C(=CC(C1)=CN(C)C)C(C)(C)C)O (2,6 di-tert-butyl-4-(dimethylaminomethylene)phenol). The solvent is ClC(C)(Cl)Cl (1,1,1-trichloroethane), petroleum ether. The product is C(C(=C)C)(=O)OCCCCOC1=CC=C(C(=O)O)C=C1 (4-(4′-methacryloxybutoxy)benzoic acid). Isolated yield 60.0%. RXN SMILES: [OH:1][CH2:2][CH2:3][CH2:4][CH2:5][O:6][C:7]1[CH:15]=[CH:14][C:10]([C:11]([OH:13])=[O:12])=[CH:9][CH:8]=1.[C:16](O)(=[O:20])[C:17]([CH3:19])=[CH2:18].C1(C)C=CC(S(O)(=O)=O)=CC=1.O>ClC(Cl)(Cl)C.C(C1CC(=CN(C)C)C=C(C(C)(C)C)C=1O)(C)(C)C>[C:16]([O:1][CH2:2][CH2:3][CH2:4][CH2:5][O:6][C:7]1[CH:15]=[CH:14][C:10]([C:11]([OH:13])=[O:12])=[CH:9][CH:8]=1)(=[O:20])[C:17]([CH3:19])=[CH2:18]. Procedure details: A solution of 282 g of 4-(4′-hydroxybutoxy)benzoic acid (1.34 mol), 325 ml of freshly distilled methacrylic acid (3.35 mol), 0.3 g of 2,6 di-tert-butyl-4-(dimethylaminomethylene)phenol (Ethanox® 703) and 23.7 g of p-toluenesulfonic acid in 1.1 l of 1,1,1-trichloroethane was refluxed for 10 hours on a water separator. The reaction mixture was cooled to 60° C.-70° C. and stirred into 2.51 of petroleum ether, and the precipitate was filtered off. After washing with petroleum ether, the precipitate ... Starting materials: C1CCOC1, COc1ccccc1NC(C(=O)O)c1ccccc1, Cl, OC1CN2CCC1CC2, On1nnc2ccccc21. Product: COc1ccccc1NC(C(=O)OC1CN2CCC1CC2)c1ccccc1. Reaction SMILES: [CH2:40]1[O:41][CH2:42][CH2:43][CH2:44]1.[CH3:2][O:3][c:4]1[c:5]([NH:10][CH:11]([C:12](=[O:13])[OH:14])[c:15]2[cH:16][cH:17][cH:18][cH:19][cH:20]2)[cH:6][cH:7][cH:8][cH:9]1.[ClH:1].[N:31]12[CH2:32][CH:33]([OH:39])[CH:34]([CH2:35][CH2:36]1)[CH2:37][CH2:38]2.[OH:21][n:22]1[c:23]2[c:24]([cH:25][cH:26][cH:27][cH:28]2)[n:29][n:30]1>>[CH3:2][O:3][c:4]1[c:5]([NH:10][CH:11]([C:12]([O:13][CH:33]2[CH2:32][N:31]3[CH2:36][CH2:35][CH:34]2[CH2:37][CH2:38]3)=[O:14])[c:15]2[cH:16][cH:17][cH:18][cH:19][cH:20]2)[cH:6][cH:7][cH:8][cH:9]1. Starting materials: Br (hydrobromic acid), C(C)OC(=O)C1(C(CCC1)=O)CC1=CC=C(C=C1)CC(=O)OCC (ethyl 4-(1-ethoxycarbonyl-2-oxocyclopentan-1-ylmethyl)phenylacetate). Solvent: O1CCOCC1 (dioxane). Product: O=C1C(CCC1)CC1=CC=C(C=C1)CC(=O)O (4-(2-Oxocyclopentan-1-ylmethyl)phenylacetic Acid). Isolated yield 93.3%. As a reaction SMILES: Br.C(OC([C:7]1([CH2:13][C:14]2[CH:19]=[CH:18][C:17]([CH2:20][C:21]([O:23]CC)=[O:22])=[CH:16][CH:15]=2)[CH2:11][CH2:10][CH2:9][C:8]1=[O:12])=O)C>O1CCOCC1>[O:12]=[C:8]1[CH2:9][CH2:10][CH2:11][CH:7]1[CH2:13][C:14]1[CH:15]=[CH:16][C:17]([CH2:20][C:21]([OH:23])=[O:22])=[CH:18][CH:19]=1. Procedure: Into a mixture of 20 ml of 47% hydrobromic acid and 15 ml of dioxane was dissolved 9.2 g of ethyl 4-(1-ethoxycarbonyl-2-oxocyclopentan-1-ylmethyl)phenylacetate and the solution was refluxed for 6 hours. The solvent was then removed by distillation from the reaction mixture, the residue was poured into ice-water and extracted with ether. The extract was washed with water, dried over anhydrous sodium sulfate, the solvent removed by distillation to give an oily substance, which was subjected to a v... The reactants are C(C1=CC=CC=C1)N1C[C@H]2[C@@H](C1)[C@@H](CC2)N ((3aS,4R,6aR)-2-benzyloctahydrocyclopenta[c]pyrrol-4-amine), C1(=CC=CC=C1)[C@@H](C(=O)O)CC ((S)-2-phenylbutanoic acid). Product: C(C1=CC=CC=C1)N1C[C@@H]2[C@H](C1)[C@H](CC2)NC(C(C2CCCCC2)C2CCCCC2)=O (N-[(3aR,4S,6aS)-2-benzyloctahydrocyclopenta[c]pyrrol-4-yl]-2,2-dicyclohexylacetamide). Reaction SMILES: [CH2:1]([N:8]1[CH2:12][C@H:11]2[C@H:13]([NH2:16])[CH2:14][CH2:15][C@H:10]2[CH2:9]1)[C:2]1[CH:7]=[CH:6][CH:5]=[CH:4][CH:3]=1.[C:17]1([C@H:23]([CH2:27][CH3:28])[C:24](O)=[O:25])[CH:22]=[CH:21][CH:20]=[CH:19][CH:18]=1>>[CH2:1]([N:8]1[CH2:12][C@@H:11]2[C@@H:13]([NH:16][C:24](=[O:25])[CH:23]([CH:17]3[CH2:22][CH2:21][CH2:20][CH2:19][CH2:18]3)[CH:27]3[CH2:28][CH2:4][CH2:3][CH2:2][CH2:1]3)[CH2:14][CH2:15][C@@H:10]2[CH2:9]1)[C:2]1[CH:3]=[CH:4][CH:5]=[CH:6][CH:7]=1. Reported procedure: The title compound was prepared by substituting (3aR,4S,6aS)-2-benzyloctahydrocyclopenta[c]pyrrol-4-amine from Step A of Example 33 for (3aS,4R,6aR)-2-benzyloctahydrocyclopenta[c]pyrrol-4-amine and substituting 2,2-dicyclohexylacetic acid for (S)-2-phenylbutanoic acid in Step F of the procedure used to prepare Example 16: 1H NMR (400 MHz, CDCl3) δ ppm 7.32-7.27 (m, J=6.3, 4H), 7.24-7.18 (m, 1H), 5.22 (d, J=6.9, 1H), 4.11-3.99 (m, 1H), 3.62 (d, J=13.0, 1H), 3.46 (d, J=13.0, 1H), 2.67-2.58 (m, 2H)... Starting materials: FC=1C=C(C=CC1F)C(C)NC(C1=CC=C(C=C1)C)C1=CC(=CC=C1)[N+](=O)[O-] (N-[1-(3,4-difluorophenyl)ethyl]-N-[(3-nitrophenyl)-(p-tolyl)methyl]amine), [BH4-].[Na+] (sodium borohydride). Reagents/catalysts: O.O.O.O.O.O.[Ni](Cl)Cl (nickel chloride hexahydrate). Yields the product FC=1C=C(C=CC1F)C(C)NC(C=1C=C(C=CC1)N)C1=CC=C(C=C1)C (3-{[1-(3,4-Difluorophenyl)ethylamino]-(p-tolyl)methyl}phenylamine). RXN SMILES: [F:1][C:2]1[CH:3]=[C:4]([CH:9]([NH:11][CH:12]([C:20]2[CH:25]=[CH:24][CH:23]=[C:22]([N+:26]([O-])=O)[CH:21]=2)[C:13]2[CH:18]=[CH:17][C:16]([CH3:19])=[CH:15][CH:14]=2)[CH3:10])[CH:5]=[CH:6][C:7]=1[F:8].[BH4-].[Na+]>O.O.O.O.O.O.[Ni](Cl)Cl>[F:1][C:2]1[CH:3]=[C:4]([CH:9]([NH:11][CH:12]([C:13]2[CH:14]=[CH:15][C:16]([CH3:19])=[CH:17][CH:18]=2)[C:20]2[CH:21]=[C:22]([NH2:26])[CH:23]=[CH:24][CH:25]=2)[CH3:10])[CH:5]=[CH:6][C:7]=1[F:8] |f:1.2,3.4.5.6.7.8.9|. Procedure details: Following a similar reaction, separation and purification procedure to that described in Example (59b), 7.76 g of N-[1-(3,4-difluorophenyl)ethyl]-N-[(3-nitrophenyl)-(p-tolyl)methyl]amine [prepared as described in step (a) above], 9.65 g of nickel chloride hexahydrate and 3.07 g of sodium borohydride were reacted, to obtain 1.67 g of isomer A and 2.37 g of isomer B of the title compound, each as a pale yellow oil. Starting materials: ClCCl (dichloromethane), OC1=C(C(OC1=O)CCC(=O)OC)C1=CC=CC=C1 (methyl 3-(4-hydroxy-5-oxo-3-phenyl2,5-dihydro-2-furyl)propionate), C(C)I (ethyl iodide), C([O-])([O-])=O.[K+].[K+] (potassium carbonate). Solvent: O (water), CN(C=O)C (dimethylformamide). Reaction conditions: time 3.5 hour. Yields the product C(C)OC1=C(C(OC1=O)CCC(=O)OC)C1=CC=CC=C1 (methyl 3-(4- ethoxy-5-oxo-3-phenyl-2,5-dihydro-2-furyl)propionate). Isolated yield 69.0%. As a reaction SMILES: [OH:1][C:2]1[C:6](=[O:7])[O:5][CH:4]([CH2:8][CH2:9][C:10]([O:12][CH3:13])=[O:11])[C:3]=1[C:14]1[CH:19]=[CH:18][CH:17]=[CH:16][CH:15]=1.[CH2:20](I)[CH3:21].C(=O)([O-])[O-].[K+].[K+].ClCCl>CN(C)C=O.O>[CH2:20]([O:1][C:2]1[C:6](=[O:7])[O:5][CH:4]([CH2:8][CH2:9][C:10]([O:12][CH3:13])=[O:11])[C:3]=1[C:14]1[CH:19]=[CH:18][CH:17]=[CH:16][CH:15]=1)[CH3:21] |f:2.3.4|. Procedure: A mixture of methyl 3-(4-hydroxy-5-oxo-3-phenyl2,5-dihydro-2-furyl)propionate (262 mg), ethyl iodide (234 mg) and potassium carbonate (207 mg) in dimethylformamide (3 ml) was stirred for 3.5 hours at ambient temperature. The mixture was poured into a mixture of dichloromethane (10 ml) and water (10 ml). The separated organic layer was washed with water three times, dried and evaporated to dryness. The oily residue was purified by column chromatography on silica gel (8 g, elution by benzene) to y... Starting materials: O=C1CCC(=O)N1Br, O=C(OOC(=O)c1ccccc1)c1ccccc1, ClC(Cl)(Cl)Cl, Cc1csc2sccc12. Yields the product Cc1c(Br)sc2sccc12. Reaction SMILES: [Br:10][N:11]1[C:12](=[O:13])[CH2:14][CH2:15][C:16]1=[O:17].[C:18]([O:19][O:20][C:21](=[O:22])[c:23]1[cH:24][cH:25][cH:26][cH:27][cH:28]1)(=[O:29])[c:30]1[cH:31][cH:32][cH:33][cH:34][cH:35]1.[C:36]([Cl:37])([Cl:38])([Cl:39])[Cl:40].[CH3:1][c:2]1[cH:3][s:4][c:5]2[s:6][cH:7][cH:8][c:9]12>>[CH3:1][c:2]1[c:3]([Br:10])[s:4][c:5]2[s:6][cH:7][cH:8][c:9]12. The reactants are COC1=C(C=CC=C1)O (2-Methoxyphenol), NC1=NC=CC=C1 (2-aminopyridine), S(=O)(Cl)Cl (thionyl chloride). Solvent: C1(=CC=CC=C1)C (toluene). Yields the product ClC1=CC(=C(C=C1)O)OC (4-Chloro-2-methoxyphenol). As a reaction SMILES: [CH3:1][O:2][C:3]1[CH:8]=[CH:7][CH:6]=[CH:5][C:4]=1[OH:9].NC1C=CC=CN=1.S(Cl)([Cl:19])=O>C1(C)C=CC=CC=1>[Cl:19][C:7]1[CH:6]=[CH:5][C:4]([OH:9])=[C:3]([O:2][CH3:1])[CH:8]=1. Procedure details: 2-Methoxyphenol (5.0 g), 2-aminopyridine (0.3 g), and thionyl chloride (3.24 mL) were stirred at 70° C. in toluene (100 mL) for 19 hours. The reaction mixture was cooled to room temperature, and then the solvent was evaporated under reduced pressure to obtain the title compound as an oil (6.6 g).